Task: describe an organic reaction: reactants, conditions, products, and yield. Dataset: the Open Reaction Database (ORD), a public repository of structured organic reaction records Reactants: C1CCOC1, COC(=O)c1ccc(-c2nnc(COCCCOc3ccccc3)o2)cc1, Cl, [Li+], [OH-]. Yields the product O=C(O)c1ccc(-c2nnc(COCCCOc3ccccc3)o2)cc1. As a reaction SMILES: [CH2:31]1[O:32][CH2:33][CH2:34][CH2:35]1.[CH3:1][O:2][C:3]([c:4]1[cH:5][cH:6][c:7](-[c:10]2[o:11][c:12]([CH2:15][O:16][CH2:17][CH2:18][CH2:19][O:20][c:21]3[cH:22][cH:23][cH:24][cH:25][cH:26]3)[n:13][n:14]2)[cH:8][cH:9]1)=[O:27].[ClH:30].[Li+:29].[OH-:28]>>[O:2]=[C:3]([c:4]1[cH:5][cH:6][c:7](-[c:10]2[o:11][c:12]([CH2:15][O:16][CH2:17][CH2:18][CH2:19][O:20][c:21]3[cH:22][cH:23][cH:24][cH:25][cH:26]3)[n:13][n:14]2)[cH:8][cH:9]1)[OH:27]. Reactants: CC(C)(C)O, OCCOc1cncc(Cl)c1, [K+], C1CCOC1, [OH-], O=S(Cl)Cl. The product is C=COc1cncc(Cl)c1. RXN SMILES: [CH3:23][C:24]([OH:25])([CH3:26])[CH3:27].[Cl:5][c:6]1[cH:7][n:8][cH:9][c:10]([O:12][CH2:13][CH2:14][OH:15])[cH:11]1.[K+:22].[O:16]1[CH2:17][CH2:18][CH2:19][CH2:20]1.[OH-:21].[S:1]([Cl:2])([Cl:3])=[O:4]>>[Cl:5][c:6]1[cH:7][n:8][cH:9][c:10]([O:12][CH:13]=[CH2:14])[cH:11]1. Starting materials: [Si](C)(C)(C(C)(C)C)OC1=CC=C(C=O)C=C1 (4-{(t-Butyldimethylsilyl)oxy}benzaldehyde), [NH4+].[Cl-] (NH4Cl), C(C)O (ethanol), [BH4-].[Na+] (NaBH4). Run in O (water). Run at time 30 minute. Product: [Si](C)(C)(C(C)(C)C)OC1=CC=C(CO)C=C1 (4-{(t-Butyldimethylsilyl)oxy}benzyl alcohol). Reaction SMILES: [Si:1]([O:8][C:9]1[CH:16]=[CH:15][C:12]([CH:13]=[O:14])=[CH:11][CH:10]=1)([C:4]([CH3:7])([CH3:6])[CH3:5])([CH3:3])[CH3:2].C(O)C.[BH4-].[Na+].[NH4+].[Cl-]>O>[Si:1]([O:8][C:9]1[CH:16]=[CH:15][C:12]([CH2:13][OH:14])=[CH:11][CH:10]=1)([C:4]([CH3:7])([CH3:6])[CH3:5])([CH3:3])[CH3:2] |f:2.3,4.5|. Reported procedure: To a dry 250 ml round bottom flask was added 2.5 mg of 4, to which was added 100 ml of ethanol. NaBH4 (794 mg) was slowly added thereto and the reaction stirred for 30 minutes. NH4Cl (sat'd solution) was carefully added to the reaction to quench excess NaBH4, and the reaction then diluted with 125 ml water. The mixture was extracted with ether and the organic layers combined and washed with brine. The organic layers were again collected and the solvent removed in vacuo to yield the product 6.